Dataset: the Open Reaction Database (ORD), a public repository of structured organic reaction records. Task: describe an organic reaction: reactants, conditions, products, and yield As a reaction SMILES: [O:1]1[CH2:5][C:4](=O)[N:3]=[C-:2]1.[H-].[Na+].[CH2:9]([O:11][C:12](=[O:29])[CH2:13][C:14]1[CH:19]=[CH:18][CH:17]=[C:16]([O:20][C:21]2[CH:26]=[CH:25][CH:24]=[CH:23][C:22]=2[CH2:27]Br)[CH:15]=1)[CH3:10].[O:30]1CCOCC1>>[CH2:9]([O:11][C:12](=[O:29])[CH2:13][C:14]1[CH:19]=[CH:18][CH:17]=[C:16]([O:20][C:21]2[CH:26]=[CH:25][CH:24]=[CH:23][C:22]=2[CH2:27][N:3]2[CH2:4][CH2:5][O:1][C:2]2=[O:30])[CH:15]=1)[CH3:10] |f:1.2|. Product: C(C)OC(CC1=CC(=CC=C1)OC1=C(C=CC=C1)CN1C(OCC1)=O)=O ({3-[2-(2-Oxo-oxazolidin-3-ylmethyl)-phenoxy]-phenyl}-acetic acid ethyl ester). Conditions: time 10 minute. Reported procedure: To 2-oxazolidone (0.083 g, 1.0 mmol) in 1,4-dioxane (10 mL) was added sodium hydride (60% in mineral oil; 0.041 g, 1.03 mmol), and the mixture was stirred for 10 minutes. [3-(2-Bromomethyl-phenoxy)-phenyl]-acetic acid ethyl ester (0.30 g, 0.86 mmol) was added in 1,4-dioxane, and the reaction was stirred for 1 hour at room temperature. After work-up, the crude material was purified by preparative HPLC to give the desired product (0.14 g). Starting materials: O1[C-]=NC(C1)=O (2-oxazolidone), [H-].[Na+] (sodium hydride), O1CCOCC1 (1,4-dioxane), C(C)OC(CC1=CC(=CC=C1)OC1=C(C=CC=C1)CBr)=O ([3-(2-Bromomethyl-phenoxy)-phenyl]-acetic acid ethyl ester), O1CCOCC1 (1,4-dioxane). Starting materials: C1CCOC1, CO, OCC1CO1, COc1ccc2ncc(F)c(CCCNCC3CN(c4ccc5c(c4)NC(=O)CO5)C(=O)O3)c2n1. Yields the product COc1ccc2ncc(F)c(CCCN(CC(O)CO)CC3CN(c4ccc5c(c4)NC(=O)CO5)C(=O)O3)c2n1. Reaction SMILES: [CH2:41]1[O:42][CH2:43][CH2:44][CH2:45]1.[CH3:46][OH:47].[CH:36]1([CH2:37][OH:38])[CH2:39][O:40]1.[F:1][c:2]1[cH:3][n:4][c:5]2[cH:6][cH:7][c:8]([O:34][CH3:35])[n:9][c:10]2[c:11]1[CH2:12][CH2:13][CH2:14][NH:15][CH2:16][CH:17]1[CH2:18][N:19]([c:23]2[cH:24][cH:25][c:26]3[c:27]([cH:33]2)[NH:28][C:29](=[O:32])[CH2:30][O:31]3)[C:20](=[O:22])[O:21]1>>[F:1][c:2]1[cH:3][n:4][c:5]2[cH:6][cH:7][c:8]([O:34][CH3:35])[n:9][c:10]2[c:11]1[CH2:12][CH2:13][CH2:14][N:15]([CH2:16][CH:17]1[CH2:18][N:19]([c:23]2[cH:24][cH:25][c:26]3[c:27]([cH:33]2)[NH:28][C:29](=[O:32])[CH2:30][O:31]3)[C:20](=[O:22])[O:21]1)[CH2:39][CH:36]([CH2:37][OH:38])[OH:40]. Starting materials: O=C([O-])[O-], CCN(C(C)C)C(C)C, O=C1c2c(-c3ccccc3F)noc2CCC1CCCCl, [I-], [K+], [K+], [K+], CN(C)C=O, c1ccc(N2CCNCC2)nc1. Product: O=C1c2c(-c3ccccc3F)noc2CCC1CCCN1CCN(c2ccccn2)CC1. As a reaction SMILES: [C:22](=[O:23])([O-:24])[O-:25].[CH:28]([N:29]([CH:30]([CH3:31])[CH3:32])[CH2:33][CH3:34])([CH3:35])[CH3:36].[Cl:1][CH2:2][CH2:3][CH2:4][CH:5]1[CH2:6][CH2:7][c:8]2[c:9]([c:10](-[c:13]3[c:14]([F:19])[cH:15][cH:16][cH:17][cH:18]3)[n:11][o:12]2)[C:20]1=[O:21].[I-:50].[K+:26].[K+:27].[K+:49].[O:51]=[CH:52][N:53]([CH3:54])[CH3:55].[n:37]1[c:38]([N:43]2[CH2:44][CH2:45][NH:46][CH2:47][CH2:48]2)[cH:39][cH:40][cH:41][cH:42]1>>[CH2:2]([CH2:3][CH2:4][CH:5]1[CH2:6][CH2:7][c:8]2[c:9]([c:10](-[c:13]3[c:14]([F:19])[cH:15][cH:16][cH:17][cH:18]3)[n:11][o:12]2)[C:20]1=[O:21])[N:46]1[CH2:45][CH2:44][N:43]([c:38]2[n:37][cH:42][cH:41][cH:40][cH:39]2)[CH2:48][CH2:47]1. Starting materials: C1(=CC(=CC=C1)C(=O)N)C (m-Toluamide), ClC(=O)SCl (chlorocarbonylsulfenyl chloride). Run in C1(=CC=CC=C1)C (toluene), CC1CCCCC1 (methylcyclohexane). Reaction conditions: time 5.5 hour. The product is C1(=CC(=CC=C1)C1=NSC(O1)=O)C (5-(m-Tolyl)-1,3,4-Oxathiazol-2-One). The yield is 45.8%. As a reaction SMILES: [C:1]1([CH3:10])[CH:6]=[CH:5][CH:4]=[C:3]([C:7]([NH2:9])=[O:8])[CH:2]=1.Cl[C:12]([S:14]Cl)=[O:13]>C1(C)C=CC=CC=1.CC1CCCCC1>[C:1]1([CH3:10])[CH:6]=[CH:5][CH:4]=[C:3]([C:7]2[O:8][C:12](=[O:13])[S:14][N:9]=2)[CH:2]=1. Reported procedure: m-Toluamide (116 g, 0.86 mol) and chlorocarbonylsulfenyl chloride (144 g, 1.1 mol, 28% excess) was heated to 100° C. in 400 ml of toluene, with stirring, for 5.5 hours. Cooling resulted in an orange solid. The solid, isolated by filtration, was dissolved in hot methylcyclohexane and decolorized. The light yellow product was recrystallized once from methylcyclohexane to give 76.05 g (45.8%) of white solid, m.p. 82.5°-84°. The reactants are C=1C=CC2=C(C1)N=NN2O (HOBt), CCN=C=NCCCN(C)C.Cl (EDCI hydrochloride), CN1C(N(C(C=2C1=CSC2C)=O)C)=O (1,3,5-trimethylthieno[3,4-d]pyrimidine-2,4(1H,3H)-dione), FC(C=1N=C(SC1)N)(F)F (4-(trifluoromethyl)-1,3-thiazol-2-amine). Reagents/catalysts: CN(C)C=1C=CN=CC1 (DMAP). Run in ClCCCl (1,2 dichloroethane). Product: CN1C(N(C(C2=C1SC=C2CC(=O)NC=2SC=C(N2)C(F)(F)F)=O)C)=O (2-(1,3-Dimethyl-2,4-dioxo-1,2,3,4-tetrahydrothieno[2,3-d]pyrimidin-5-yl)-N-[4-(trifluoromethyl)-1,3-thiazol-2-yl]acetamide), product. As a reaction SMILES: [CH3:1][N:2]1[C:7]2=[CH:8][S:9][C:10](C)=[C:6]2[C:5](=[O:12])[N:4]([CH3:13])[C:3]1=[O:14].[F:15][C:16]([F:24])([F:23])[C:17]1[N:18]=[C:19]([NH2:22])[S:20][CH:21]=1.CCN=C=NC[CH2:31][CH2:32]N(C)C.Cl.C1C=CC2N([OH:46])N=NC=2C=1>CN(C1C=CN=CC=1)C.ClCCCl>[CH3:1][N:2]1[C:10]2[S:9][CH:8]=[C:7]([CH2:31][C:32]([NH:22][C:19]3[S:20][CH:21]=[C:17]([C:16]([F:24])([F:23])[F:15])[N:18]=3)=[O:46])[C:6]=2[C:5](=[O:12])[N:4]([CH3:13])[C:3]1=[O:14] |f:2.3|. Reported procedure: The title compound was prepared according to the general procedure (Method A) by coupling Intermediate 1 (100 mg, 0.393 mmol) with 4-(trifluoromethyl)-1,3-thiazol-2-amine (66 mg, 0.393 mmol) in the presence of EDCI hydrochloride (90 mg, 0.471 mmol), HOBt (16 mg, 0.118 mmol) and DMAP (5 mg, 0.039 mmol) in 1,2 dichloroethane (4 ml) to give 27 mg of the product as a white solid; 1H NMR (300 MHz, DMSO-d6) δ 3.18 (s, 3H), 3.46 (s, 3H), 4.05 (s, 2H), 7.07 (s, 1H), 7.91 (s, 1H), 12.70 (br s, 1H); APCI-... Starting materials: CCOC(=O)C=P(c1ccccc1)(c1ccccc1)c1ccccc1, Cc1ccccc1, CC(=O)OC1C(C)=CC2C(C(C)C=O)CCC(C)C2(O)C1OC(=O)C1CC2(O)c3cccc(Cl)c3N(C)OC2N1. The product is CCOC(=O)C=CC(C)C1CCC(C)C2(O)C1C=C(C)C(OC(C)=O)C2OC(=O)C1CC2(O)c3cccc(Cl)c3N(C)OC2N1. As a reaction SMILES: [C:41](=[O:42])([O:43][CH2:44][CH3:45])[CH:46]=[P:47]([c:48]1[cH:49][cH:50][cH:51][cH:52][cH:53]1)([c:54]1[cH:55][cH:56][cH:57][cH:58][cH:59]1)[c:60]1[cH:61][cH:62][cH:63][cH:64][cH:65]1.[CH3:66][c:67]1[cH:68][cH:69][cH:70][cH:71][cH:72]1.[Cl:1][c:2]1[cH:3][cH:4][cH:5][c:6]2[c:11]1[N:10]([CH3:12])[O:9][CH:8]1[C:7]2([OH:40])[CH2:15][CH:14]([C:16](=[O:17])[O:18][CH:19]2[CH:20]([O:36][C:37]([CH3:38])=[O:39])[C:21]([CH3:35])=[CH:22][CH:23]3[CH:24]([CH:31]([CH:32]=[O:33])[CH3:34])[CH2:25][CH2:26][CH:27]([CH3:30])[C:28]23[OH:29])[NH:13]1>>[Cl:1][c:2]1[cH:3][cH:4][cH:5][c:6]2[c:11]1[N:10]([CH3:12])[O:9][CH:8]1[C:7]2([OH:40])[CH2:15][CH:14]([C:16](=[O:17])[O:18][CH:19]2[CH:20]([O:36][C:37]([CH3:38])=[O:39])[C:21]([CH3:35])=[CH:22][CH:23]3[CH:24]([CH:31]([CH3:34])[CH:66]=[CH:46][C:41](=[O:42])[O:43][CH2:44][CH3:45])[CH2:25][CH2:26][CH:27]([CH3:30])[C:28]23[OH:29])[NH:13]1. The solvent is C(C)(=O)OC(C)=O (acetic anhydride), C(C)(=O)OC(C)=O (acetic anhydride). Reactants: [N+](=O)(O)[O-] (nitric acid), ClC=1C=C(C=CC1Cl)CC(=O)C1=CC(=C(C=C1)OC)OC (2-(3,4-dichloro-phenyl)-1-(3,4-dimethoxy-phenyl)-ethanone), O (Water). Procedure details: A heterogeneous mixture of 2-(3,4-dichloro-phenyl)-1-(3,4-dimethoxy-phenyl)-ethanone (8.33 g, 25.6 mmol) in acetic anhydride (65 ml) was added dropwise to a cooled (0° C.) solution of 65% nitric acid (140 ml) and acetic anhydride (21.3 ml). The resulting mixture was stirred at 0° C. for 2 h. Water was added dropwise and the resulting heterogeneous mixture was allowed to stir and warm-up slowly. The crude was then filtered and the beige solid was washed several times with distilled water and drie... Reaction SMILES: [Cl:1][C:2]1[CH:3]=[C:4]([CH2:9][C:10]([C:12]2[CH:17]=[CH:16][C:15]([O:18][CH3:19])=[C:14]([O:20][CH3:21])[CH:13]=2)=[O:11])[CH:5]=[CH:6][C:7]=1[Cl:8].[N+:22]([O-])([OH:24])=[O:23].O>C(OC(=O)C)(=O)C>[Cl:1][C:2]1[CH:3]=[C:4]([CH2:9][C:10]([C:12]2[CH:13]=[C:14]([O:20][CH3:21])[C:15]([O:18][CH3:19])=[CH:16][C:17]=2[N+:22]([O-:24])=[O:23])=[O:11])[CH:5]=[CH:6][C:7]=1[Cl:8]. Product: ClC=1C=C(C=CC1Cl)CC(=O)C1=C(C=C(C(=C1)OC)OC)[N+](=O)[O-] (2-(3,4-Dichloro-phenyl)-1-(4,5-dimethoxy-2-nitro-phenyl)-ethanone). Conditions: temperature 0 celsius, time 2 hour. Starting materials: CC(=O)Cl, Nc1nc(C(Cl)(Cl)Cl)ns1, Cc1ccccc1C. The product is CC(=O)Nc1nc(C(Cl)(Cl)Cl)ns1. As a reaction SMILES: [CH3:11][C:12]([Cl:13])=[O:14].[NH2:1][c:2]1[n:3][c:4]([C:7]([Cl:8])([Cl:9])[Cl:10])[n:5][s:6]1.[c:15]1([CH3:16])[c:17]([CH3:18])[cH:19][cH:20][cH:21][cH:22]1>>[NH:1]([c:2]1[n:3][c:4]([C:7]([Cl:8])([Cl:9])[Cl:10])[n:5][s:6]1)[C:12]([CH3:11])=[O:14]. RXN SMILES: [Cl:1][C:2]1[CH:7]=[CH:6][C:5]([CH2:8][C:9](Cl)=[O:10])=[CH:4][CH:3]=1.[NH2:12][C:13](=[N:19]O)[C:14]([O:16][CH2:17][CH3:18])=[O:15].C(N(CC)C(C)C)(C)C.O>ClCCl>[Cl:1][C:2]1[CH:7]=[CH:6][C:5]([CH2:8][C:9]2[O:10][N:19]=[C:13]([C:14]([O:16][CH2:17][CH3:18])=[O:15])[N:12]=2)=[CH:4][CH:3]=1. The yield is 50.2%. Product: ClC1=CC=C(CC2=NC(=NO2)C(=O)OCC)C=C1 (ethyl 5-(4-chlorobenzyl)-1,2,4-oxadiazole-3-carboxylate). Procedure details: 2-(4-chlorophenyl)acetyl chloride (0.554 mL; 3.78 mmol) was added to a mixture of ethyl 2-amino-2-(hydroxyimino)acetate (0.5 g; 3.78 mmol) and N,N diisopropylethylamine (1.05 mL; 6.06 mmol) in dichloromethane (15 mL) at −15° C. The reaction mixture was stirred at room temperature overnight and poured into a mixture of ice and water. The formed precipitate was filtered off, suspended in pyridine (18 mL) and refluxed in a sealed tube for 20 h and concentrated under reduced pressure. The crude mate... Solvent: ClCCl (dichloromethane). Conditions: time 8 hour. The reactants are O (water), ClC1=CC=C(C=C1)CC(=O)Cl (2-(4-chlorophenyl)acetyl chloride), NC(C(=O)OCC)=NO (ethyl 2-amino-2-(hydroxyimino)acetate), C(C)(C)N(C(C)C)CC (N,N diisopropylethylamine).